Dataset: the Open Reaction Database (ORD), a public repository of structured organic reaction records. Task: describe an organic reaction: reactants, conditions, products, and yield The reactants are COCCBr, CN(C)C=O, CCOC(C)=O, [H-], O=[N+]([O-])c1cc[nH]n1, [Na+]. The product is COCCn1ccc([N+](=O)[O-])n1. RXN SMILES: [Br:11][CH2:12][CH2:13][O:14][CH3:15].[CH3:16][N:17]([CH3:18])[CH:19]=[O:20].[CH3:21][CH2:22][O:23][C:24](=[O:25])[CH3:26].[H-:9].[N+:1](=[O:2])([O-:3])[c:4]1[n:5][nH:6][cH:7][cH:8]1.[Na+:10]>>[N+:1](=[O:2])([O-:3])[c:4]1[n:5][n:6]([CH2:12][CH2:13][O:14][CH3:15])[cH:7][cH:8]1. Starting materials: C(=O)(O)C=1C=NN(C1C(=O)N)C1=CC(=CC(=C1)Cl)Cl (4-carboxy-1-(3,5-dichlorophenyl)-5-pyrazolecarboxamide), [OH-].[Na+] (sodium hydroxide), [Cl-].C(CCCCCCCCCCCCCCCCC)[N+](C)(C)C (octadecyl-trimethylammonium chloride), solution. The solvent is CC(=O)C (acetone). Conditions: time 15 minute. The product is C(CCCCCCCCCCCCCCCCC)[N+](C)(C)C.C(=O)(O)C=1C=NN(C1C(=O)[NH-])C1=CC(=CC(=C1)Cl)Cl (4-carboxy-1-(3,5-dichlorophenyl)-5-pyrazolecarboxamide, octadecyl-trimethyl ammonium salt). Reaction SMILES: [C:1]([C:4]1[CH:5]=[N:6][N:7]([C:12]2[CH:17]=[C:16]([Cl:18])[CH:15]=[C:14]([Cl:19])[CH:13]=2)[C:8]=1[C:9]([NH2:11])=[O:10])([OH:3])=[O:2].[OH-].[Na+].[Cl-].[CH2:23]([N+:41]([CH3:44])([CH3:43])[CH3:42])[CH2:24][CH2:25][CH2:26][CH2:27][CH2:28][CH2:29][CH2:30][CH2:31][CH2:32][CH2:33][CH2:34][CH2:35][CH2:36][CH2:37][CH2:38][CH2:39][CH3:40]>CC(C)=O>[CH2:23]([N+:41]([CH3:44])([CH3:42])[CH3:43])[CH2:24][CH2:25][CH2:26][CH2:27][CH2:28][CH2:29][CH2:30][CH2:31][CH2:32][CH2:33][CH2:34][CH2:35][CH2:36][CH2:37][CH2:38][CH2:39][CH3:40].[C:1]([C:4]1[CH:5]=[N:6][N:7]([C:12]2[CH:17]=[C:16]([Cl:18])[CH:15]=[C:14]([Cl:19])[CH:13]=2)[C:8]=1[C:9]([NH-:11])=[O:10])([OH:3])=[O:2] |f:1.2,3.4,6.7|. Reported procedure: Five g of the compound of Example 2 was slurried in 100 ml of 50% aqueous acetone, 0.67 g of sodium hydroxide was added, and the mixture was warmed and stirred for 15 minutes. Then 10.6 g of octadecyl-trimethylammonium chloride, 50% solution, was added and the mixture was stirred overnight. It was then extracted with 100 ml of ethyl acetate, and the organic layer was washed with brine and dried with sodium sulfate and phase separation paper. The extract was then evaporated under vacuum to obtain... Reactants: BrC=1C=C(C=CC1OC)CNC(CCC(=O)NCC=1C(=C2C(=NC1CC)N(N=C2)CC)NC2CCOCC2)=O (N-{[3-bromo-4-(methyloxy)phenyl]methyl}-N′-{[1,6-diethyl-4-(tetrahydro-2H-pyran-4-ylamino)-1H-pyrazolo[3,4-b]pyridin-5-yl]methyl}butanediamide), C(=O)C=1C=C(C=CC1)B(O)O ((3-formylphenyl)boronic acid), C([O-])([O-])=O.[Na+].[Na+] (sodium carbonate). Reagents/catalysts: [Pd].C1(=CC=CC=C1)P(C1=CC=CC=C1)C1=CC=CC=C1.C1(=CC=CC=C1)P(C1=CC=CC=C1)C1=CC=CC=C1.C1(=CC=CC=C1)P(C1=CC=CC=C1)C1=CC=CC=C1.C1(=CC=CC=C1)P(C1=CC=CC=C1)C1=CC=CC=C1 (tetrakis (triphenylphosphine) palladium (0)). Solvent: O1CCOCC1 (1,4-dioxane), O (water), CCOC(=O)C (EtOAc), O (water). The product is C(C)N1N=CC=2C1=NC(=C(C2NC2CCOCC2)CNC(CCC(=O)NCC=2C=C(C(=CC2)OC)C2=CC(=CC=C2)C=O)=O)CC (N-{[1,6-diethyl-4-(tetrahydro-2H-pyran-4-ylamino)-1H-pyrazolo[3,4-b]pyridin-5-yl]methyl}-N′-{[3′-formyl-6-(methyloxy)-3-biphenylyl]methyl}butanediamide). Isolated yield 69.8%. As a reaction SMILES: Br[C:2]1[CH:3]=[C:4]([CH2:10][NH:11][C:12](=[O:39])[CH2:13][CH2:14][C:15]([NH:17][CH2:18][C:19]2[C:20]([NH:32][CH:33]3[CH2:38][CH2:37][O:36][CH2:35][CH2:34]3)=[C:21]3[CH:29]=[N:28][N:27]([CH2:30][CH3:31])[C:22]3=[N:23][C:24]=2[CH2:25][CH3:26])=[O:16])[CH:5]=[CH:6][C:7]=1[O:8][CH3:9].[CH:40]([C:42]1[CH:43]=[C:44](B(O)O)[CH:45]=[CH:46][CH:47]=1)=[O:41].C(=O)([O-])[O-].[Na+].[Na+]>O1CCOCC1.O.CCOC(C)=O.[Pd].C1(P(C2C=CC=CC=2)C2C=CC=CC=2)C=CC=CC=1.C1(P(C2C=CC=CC=2)C2C=CC=CC=2)C=CC=CC=1.C1(P(C2C=CC=CC=2)C2C=CC=CC=2)C=CC=CC=1.C1(P(C2C=CC=CC=2)C2C=CC=CC=2)C=CC=CC=1>[CH2:30]([N:27]1[C:22]2=[N:23][C:24]([CH2:25][CH3:26])=[C:19]([CH2:18][NH:17][C:15](=[O:16])[CH2:14][CH2:13][C:12]([NH:11][CH2:10][C:4]3[CH:3]=[C:2]([C:46]4[CH:45]=[CH:44][CH:43]=[C:42]([CH:40]=[O:41])[CH:47]=4)[C:7]([O:8][CH3:9])=[CH:6][CH:5]=3)=[O:39])[C:20]([NH:32][CH:33]3[CH2:38][CH2:37][O:36][CH2:35][CH2:34]3)=[C:21]2[CH:29]=[N:28]1)[CH3:31] |f:2.3.4,8.9.10.11.12|. Procedure details: A mixture of N-{[3-bromo-4-(methyloxy)phenyl]methyl}-N′-{[1,6-diethyl-4-(tetrahydro-2H-pyran-4-ylamino)-1H-pyrazolo[3,4-b]pyridin-5-yl]methyl}butanediamide (0.964 g, 1.603 mmol), (3-formylphenyl)boronic acid (0.300 g, 2.0 mmol), tetrakis (triphenylphosphine) palladium (0) (0.081 g, 0.07 mmol), and sodium carbonate (0.477 g, 4.5 mmol) in 1,4-dioxane (12 mL) and water (4 mL) under an N2 atmosphere was microwaved for 30 min at 140° C. The reaction mixture was diluted with EtOAc and water. The organ... Starting materials: CN(C)C=O, [Cl-], O=[N+]([O-])c1cccnc1Cl, O=C(Cc1ccc(F)cc1)c1ccncc1, [H-], [NH4+], [Na+]. Product: O=C(c1ccncc1)C(c1ccc(F)cc1)c1ncccc1[N+](=O)[O-]. RXN SMILES: [CH3:31][N:32]([CH3:33])[CH:34]=[O:35].[Cl-:29].[Cl:17][c:18]1[n:19][cH:20][cH:21][cH:22][c:23]1[N+:24](=[O:25])[O-:26].[F:1][c:2]1[cH:3][cH:4][c:5]([CH2:8][C:9](=[O:10])[c:11]2[cH:12][cH:13][n:14][cH:15][cH:16]2)[cH:6][cH:7]1.[H-:27].[NH4+:30].[Na+:28]>>[F:1][c:2]1[cH:3][cH:4][c:5]([CH:8]([C:9](=[O:10])[c:11]2[cH:12][cH:13][n:14][cH:15][cH:16]2)[c:18]2[n:19][cH:20][cH:21][cH:22][c:23]2[N+:24](=[O:25])[O-:26])[cH:6][cH:7]1. Reported procedure: (4S,5R)-5-[3,5-bis(trifluoromethyl)phenyl]-4-methyl-3-[2-(4,4,5,5-tetramethyl-1,3,2-dioxaborolan-2-yl)-5-(trifluoromethyl)benzyl]-1,3-oxazolidin-2-one-methane (1.30 g, 2.18 mmol) (INTERMEDIATE 9), the title compound from Step B (1.30 g, 3.25 mmol), tetrakis(triphenylphosphine) palladium (250 mg, 10% mol) and sodium carbonate (507 mg, 4.79 mmol) in 50 ml of water/EtOH/toluene (1:2:4) was heated to reflux for 4 h. TLC (CH2Cl2:hexane/1:1) showed that the reaction was complete. The solvents were rem... RXN SMILES: [F:1][C:2]([F:41])([F:40])[C:3]1[CH:4]=[C:5]([C@H:13]2[O:17][C:16](=[O:18])[N:15]([CH2:19][C:20]3[CH:25]=[C:24]([C:26]([F:29])([F:28])[F:27])[CH:23]=[CH:22][C:21]=3B3OC(C)(C)C(C)(C)O3)[C@H:14]2[CH3:39])[CH:6]=[C:7]([C:9]([F:12])([F:11])[F:10])[CH:8]=1.C.[F:43][C:44]1[CH:49]=[C:48]([O:50][CH3:51])[C:47](I)=[CH:46][C:45]=1[C:53]1[CH:58]=[CH:57][C:56]([C:59]([O:61][CH3:62])=[O:60])=[CH:55][C:54]=1[CH3:63].C(=O)([O-])[O-].[Na+].[Na+].C(Cl)Cl>O.CCO.C1(C)C=CC=CC=1.[Pd].C1(P(C2C=CC=CC=2)C2C=CC=CC=2)C=CC=CC=1.C1(P(C2C=CC=CC=2)C2C=CC=CC=2)C=CC=CC=1.C1(P(C2C=CC=CC=2)C2C=CC=CC=2)C=CC=CC=1.C1(P(C2C=CC=CC=2)C2C=CC=CC=2)C=CC=CC=1.CCCCCC>[F:41][C:2]([F:1])([F:40])[C:3]1[CH:4]=[C:5]([C@H:13]2[O:17][C:16](=[O:18])[N:15]([CH2:19][C:20]3[CH:25]=[C:24]([C:26]([F:27])([F:28])[F:29])[CH:23]=[CH:22][C:21]=3[C:47]3[CH:46]=[C:45]([C:53]4[CH:58]=[CH:57][C:56]([C:59]([O:61][CH3:62])=[O:60])=[CH:55][C:54]=4[CH3:63])[C:44]([F:43])=[CH:49][C:48]=3[O:50][CH3:51])[C@H:14]2[CH3:39])[CH:6]=[C:7]([C:9]([F:10])([F:12])[F:11])[CH:8]=1 |f:0.1,3.4.5,7.8.9,10.11.12.13.14|. Run in CCCCCC (hexane), O.CCO.C1(=CC=CC=C1)C (water EtOH toluene). Reagents/catalysts: [Pd].C1(=CC=CC=C1)P(C1=CC=CC=C1)C1=CC=CC=C1.C1(=CC=CC=C1)P(C1=CC=CC=C1)C1=CC=CC=C1.C1(=CC=CC=C1)P(C1=CC=CC=C1)C1=CC=CC=C1.C1(=CC=CC=C1)P(C1=CC=CC=C1)C1=CC=CC=C1 (tetrakis(triphenylphosphine) palladium). Yields the product FC(C=1C=C(C=C(C1)C(F)(F)F)[C@@H]1[C@@H](N(C(O1)=O)CC1=C(C=CC(=C1)C(F)(F)F)C=1C=C(C(=CC1OC)F)C1=C(C=C(C=C1)C(=O)OC)C)C)(F)F (Methyl 2″-({(4S,5R)-5-[3,5-bis(trifluoromethyl)phenyl]-4-methyl-2-oxo-1,3-oxazolidin-3-yl}methyl)-6′-fluoro-4′-methoxy-2-methyl-4″-(trifluoromethyl)-1,1′:3′,1″-terphenyl-4-carboxylate). Starting materials: C(Cl)Cl (CH2Cl2), FC(C=1C=C(C=C(C1)C(F)(F)F)[C@@H]1[C@@H](N(C(O1)=O)CC1=C(C=CC(=C1)C(F)(F)F)B1OC(C(O1)(C)C)(C)C)C)(F)F.C ((4S,5R)-5-[3,5-bis(trifluoromethyl)phenyl]-4-methyl-3-[2-(4,4,5,5-tetramethyl-1,3,2-dioxaborolan-2-yl)-5-(trifluoromethyl)benzyl]-1,3-oxazolidin-2-one methane), FC(C=1C=C(C=C(C1)C(F)(F)F)[C@@H]1[C@@H](N(C(O1)=O)CC1=C(C=CC(=C1)C(F)(F)F)B1OC(C(O1)(C)C)(C)C)C)(F)F.C ((4S,5R)-5-[3,5-bis(trifluoromethyl)phenyl]-4-methyl-3-[2-(4,4,5,5-tetramethyl-1,3,2-dioxaborolan-2-yl)-5-(trifluoromethyl)benzyl]-1,3-oxazolidin-2-one methane), FC1=C(C=C(C(=C1)OC)I)C1=C(C=C(C=C1)C(=O)OC)C (Methyl 2′-fluoro-5′-iodo-4′-methoxy-2-methylbiphenyl-4-carboxylate), C([O-])([O-])=O.[Na+].[Na+] (sodium carbonate). Starting materials: C1CC(=O)N(C1=O)Br (NBS), CO/C=C/C(=O)OC ((E)-methyl 3-methoxyacrylate), C(#N)C1=CC=C(CN2CCN(CC2)C(N)=S)C=C1 (4-(4-Cyanobenzyl)piperazine-1-carbothioamide). The solvent is O1CCOCC1.O (dioxane water). Conditions: time 1 hour. Product: C(#N)C1=CC=C(CN2CCN(CC2)C=2SC(=CN2)C(=O)OC)C=C1 (Methyl 2-(4-(4-cyanobenzyl)piperazin-1-yl)thiazole-5-carboxylate). The yield is 77.1%. Reaction SMILES: CO/[CH:3]=[CH:4]/[C:5]([O:7][CH3:8])=[O:6].C1C(=O)N(Br)C(=O)C1.[C:17]([C:19]1[CH:34]=[CH:33][C:22]([CH2:23][N:24]2[CH2:29][CH2:28][N:27]([C:30](=[S:32])[NH2:31])[CH2:26][CH2:25]2)=[CH:21][CH:20]=1)#[N:18]>O1CCOCC1.O>[C:17]([C:19]1[CH:20]=[CH:21][C:22]([CH2:23][N:24]2[CH2:29][CH2:28][N:27]([C:30]3[S:32][C:4]([C:5]([O:7][CH3:8])=[O:6])=[CH:3][N:31]=3)[CH2:26][CH2:25]2)=[CH:33][CH:34]=1)#[N:18] |f:3.4|. Procedure: A solution of (E)-methyl 3-methoxyacrylate (290 mg, 280 mL, 2.51 mmol) in 1:1 mixture of dioxane/water (4 mL) was treated with NBS (507 mg, 2.85 mmol) at 0° C. and stirred for 1 hour. The mixture was transferred to a flask containing the thioamide 337 (593 mg, 2.28 mmol) at room temperature and the resulting mixture was refluxed for 1.5 hours. It was cooled down, quenched by adding saturated NH4Cl solution (5 mL) and concentrated. Obtained material was partitioned between EtOAc and water. Organi... The reactants are FC(C=1C=C(C=CC1)C(C)=O)(F)F (1-(3-(trifluoromethyl)phenyl)ethanone), N (ammonia), N (NH3), Ti[OCH(CH3)2]4, [BH4-].[Na+] (NaBH4), N (NH3). The solvent is C(C)O (ethanol), C(C)O (ethanol), C(C)O (ethanol). Reaction conditions: temperature 0 celsius, time 1 hour. Yields the product FC(C=1C=C(C=CC1)C(C)N)(F)F (1-(3-(trifluoromethyl)phenyl)ethanamine). Isolated yield 50.0%. Reaction SMILES: [F:1][C:2]([F:13])([F:12])[C:3]1[CH:4]=[C:5]([C:9](=O)[CH3:10])[CH:6]=[CH:7][CH:8]=1.[BH4-].[Na+].[NH3:16]>C(O)C>[F:1][C:2]([F:13])([F:12])[C:3]1[CH:4]=[C:5]([CH:9]([NH2:16])[CH3:10])[CH:6]=[CH:7][CH:8]=1 |f:1.2|. Reported procedure: Into a 150 mL 3-necked round bottom flask, was placed ethanol (25 mL). NH3 gas was added at 0° C. The mixture was stirred for 1 h at 0° C. Into a 150-mL sealed tube, was placed a solution of 1-(3-(trifluoromethyl)phenyl)ethanone (2 g, 10.64 mmol, 1.00 equiv) in ethanol (5 mL), and Ti[OCH(CH3)2]4 (6.04 g, 21.13 mmol, 2.00 equiv). This was followed by the addition of the above solution of NH3 (gas) in ethanol (25 mL). The mixture was stirred overnight at 48° C. To this was added NaBH4 (600 mg, 15.... Yields the product CC(C(C(=O)O)=O)C1=CC=C(C=C1)C1CCCCC1 (3-methyl-3-(4-cyclohexylphenyl)-pyruvic acid). Procedure: 3.0 Grams of isopropyl 2-hydroxy-3-(4-cyclohexylphenyl)-3-butenoate was dissolved in 50 ml of anhydrous isopropyl alcohol. Separately, 1.1 g of metalic potassium was dissolved in 100 ml of anhydrous isopropyl alcohol. The two solutions thus prepared were combined together, and the combined solution was refluxed for 20 minutes. To the solution was then added 2 ml of water, and the mixture was further refluxed for 5 minutes. Thereafter, the isopropyl alcohol was removed from the mixture by distill... The yield is 83.0%. Reaction SMILES: [OH:1][CH:2]([C:9]([C:11]1[CH:16]=[CH:15][C:14]([CH:17]2[CH2:22][CH2:21][CH2:20][CH2:19][CH2:18]2)=[CH:13][CH:12]=1)=[CH2:10])[C:3]([O:5]C(C)C)=[O:4].[K].O>C(O)(C)C>[CH3:10][CH:9]([C:11]1[CH:12]=[CH:13][C:14]([CH:17]2[CH2:22][CH2:21][CH2:20][CH2:19][CH2:18]2)=[CH:15][CH:16]=1)[C:2](=[O:1])[C:3]([OH:5])=[O:4] |^1:22|. Run in C(C)(C)O (isopropyl alcohol), C(C)(C)O (isopropyl alcohol). Reactants: [K] (potassium), OC(C(=O)OC(C)C)C(=C)C1=CC=C(C=C1)C1CCCCC1 (isopropyl 2-hydroxy-3-(4-cyclohexylphenyl)-3-butenoate), O (water). The reactants are CN(C)\C=C\1/C(C=2C=NN(C2CC1)C1=CC=CC=C1)=O ((Z)-5-((dimethylamino)methylene)-1-phenyl-6,7-dihydro-1H-indazol-4(5H)-one), COC1=CC=C(CN2N=CC=C2N)C=C1 (1-(4-methoxybenzyl)-1H-pyrazol-5-amine), FC(C(=O)O)(F)F (trifluoroacetic acid). The solvent is O (water). Run at temperature 100 celsius. The product is COC1=CC=C(CN2N=CC3=C2N=CC=2CCC4=C(C32)C=NN4C4=CC=CC=C4)C=C1 (3-(4-methoxybenzyl)-8-phenyl-3,6,7,8-tetrahydrodipyrazolo[3,4-c:4′,3′-f]isoquinoline). The yield is 52.5%. Reaction SMILES: C[N:2](/[CH:4]=[C:5]1\[C:6](=O)[C:7]2[CH:8]=[N:9][N:10]([C:14]3[CH:19]=[CH:18][CH:17]=[CH:16][CH:15]=3)[C:11]=2[CH2:12][CH2:13]\1)[CH3:3].[CH3:21][O:22][C:23]1[CH:35]=[CH:34][C:26]([CH2:27][N:28]2C(N)=[CH:31][CH:30]=[N:29]2)=[CH:25][CH:24]=1.FC(F)(F)C(O)=O>O>[CH3:21][O:22][C:23]1[CH:35]=[CH:34][C:26]([CH2:27][N:28]2[C:3]3[N:2]=[CH:4][C:5]4[CH2:13][CH2:12][C:11]5[N:10]([C:14]6[CH:19]=[CH:18][CH:17]=[CH:16][CH:15]=6)[N:9]=[CH:8][C:7]=5[C:6]=4[C:31]=3[CH:30]=[N:29]2)=[CH:25][CH:24]=1. Procedure details: To a mixture of (Z)-5-((dimethylamino)methylene)-1-phenyl-6,7-dihydro-1H-indazol-4(5H)-one (1 g, 3.74 mmol) and 1-(4-methoxybenzyl)-1H-pyrazol-5-amine (3.5 g, 17.2 mmol) was added trifluoroacetic acid (0.8 mL, 10.3 mmol). The reaction mixture was heated at 100° C. for 2 hours. The reaction mixture was then poured into ice-cooled water (100 mL) and extracted with dichloromethane (3×75 mL). The combined organic extracts were dried using sodium sulfate and concentrated under reduced pressure to giv...